This data is from the Open Reaction Database (ORD), a public repository of structured organic reaction records. The task is: describe an organic reaction: reactants, conditions, products, and yield Reactants: [N+](=O)([O-])C=1C=C(C(=O)O)C=C(C1)C(F)(F)F (3-Nitro-5-(trifluoromethyl)benzoic acid). The solvent is O1CCCC1 (tetrahydrofuran), O1CCCC1 (tetra-hydrofuran). Run at temperature 75 celsius, time 1 hour. Product: [N+](=O)([O-])C=1C=C(C=C(C1)C(F)(F)F)CO ((3-nitro-5-trifluoromethyl-phenyl)-methanol). Reaction SMILES: [N+:1]([C:4]1[CH:5]=[C:6]([CH:10]=[C:11]([C:13]([F:16])([F:15])[F:14])[CH:12]=1)[C:7](O)=[O:8])([O-:3])=[O:2]>O1CCCC1>[N+:1]([C:4]1[CH:5]=[C:6]([CH2:7][OH:8])[CH:10]=[C:11]([C:13]([F:14])([F:15])[F:16])[CH:12]=1)([O-:3])=[O:2]. Procedure details: 3-Nitro-5-(trifluoromethyl)benzoic acid (50 g) is dissolved in tetrahydrofuran (300 ml) and thereto is added dropwise a 1.0M-borane tetrahydrofuran complex/tetra-hydrofuran (300 ml) at 0° C. under nitrogen atmosphere over 2 hours and the mixture is stirred at 75° C. for 1 hour and a half. The reaction solution is allowed cool to room temperature and concentrated under reduced pressure, and thereto is added a 1N-hydrochloric acid and the mixture is extracted with ethyl acetate. The organic layer ...